Dataset: the Open Reaction Database (ORD), a public repository of structured organic reaction records. Task: describe an organic reaction: reactants, conditions, products, and yield The reactants are CC1c2nc(C(F)(F)F)n(C)c2CCN1C(=O)OC(C)(C)C, CO. Product: CC1NCCc2c1nc(C(F)(F)F)n2C. As a reaction SMILES: [CH3:1][n:2]1[c:3]([C:19]([F:20])([F:21])[F:22])[n:4][c:5]2[c:10]1[CH2:9][CH2:8][N:7]([C:11]([O:12][C:13]([CH3:14])([CH3:15])[CH3:16])=[O:17])[CH:6]2[CH3:18].[CH3:23][OH:24]>>[CH3:1][n:2]1[c:3]([C:19]([F:20])([F:21])[F:22])[n:4][c:5]2[c:10]1[CH2:9][CH2:8][NH:7][CH:6]2[CH3:18]. Starting materials: CC1(C2C1CC1=C(NN=C21)C(=O)N)C ((±)-1,1-Dimethyl-1a,3,5,5a-tetrahydro-1H-2,3-diaza-cyclopropa[a]pentalene-4-carboxylic acid amide), FC(C(=O)OC(C(F)(F)F)=O)(F)F (trifluoroacetic anhydride), C(C)(=O)OCC (Ethyl acetate). Run in C1CCOC1 (THF). Reaction conditions: time 1 hour. The product is CC1(C2C1CC1=C(NN=C21)C#N)C ((±)-1,1-dimethyl-1a,3,5,5a-tetrahydro-1H-2,3-diaza-cyclopropa[a]pentalene-4-carbonitrile). Reaction SMILES: [CH3:1][C:2]1([CH3:14])[CH:4]2[CH2:5][C:6]3[C:10]([CH:3]12)=[N:9][NH:8][C:7]=3[C:11]([NH2:13])=O.FC(F)(F)C(OC(=O)C(F)(F)F)=O.C(OCC)(=O)C>C1COCC1>[CH3:1][C:2]1([CH3:14])[CH:4]2[CH2:5][C:6]3[C:10]([CH:3]12)=[N:9][NH:8][C:7]=3[C:11]#[N:13]. Procedure: (±)-1,1-Dimethyl-1a,3,5,5a-tetrahydro-1H-2,3-diaza-cyclopropa[a]pentalene-4-carboxylic acid amide (0.532 g, 2.79 mmol) was taken up in THF (150 mL) and trifluoroacetic anhydride (0.936 g, 4.46 mmol) added. The resulting solution was stirred at room temperature under argon for 1 hour. Ethyl acetate (50 mL) was added and solvent removed under reduced pressure. The resulting pale yellow oil was taken up in DCM (100 mL), washed with saturated aqueous sodium bicarbonate solution (40 mL) and solvent r... The reactants are N(=[N+]=[N-])C(CN1N=CC=2C1=CC1=C(C=CCC12)F)C ((RS)-1-(2-azido-propyl)-7-fluoro-1,4-dihydro-indeno[2,1-c]pyrazole), C(\C=C\C(=O)O)(=O)O (fumaric acid). Reagents/catalysts: [Pt]=O (platinum oxide). Solvent: C(C)O (ethanol), CO (methanol), C(C)OCC (diethyl ether). Yields the product C(\C=C\C(=O)O)(=O)O.FC1=C2C=C3N(N=CC3=C2CC=C1)CC(C)N ((RS)-2-(7-fluoro-1,4-dihydroindeno[2,1-c]pyrazol-1-yl)-1-methyl-ethylamine fumarate). Yield: 78.3%. Reaction SMILES: [N:1]([CH:4]([CH3:19])[CH2:5][N:6]1[C:10]2=[CH:11][C:12]3[C:17]([CH2:16][CH:15]=[CH:14][C:13]=3[F:18])=[C:9]2[CH:8]=[N:7]1)=[N+]=[N-].[C:20]([OH:27])(=[O:26])/[CH:21]=[CH:22]/[C:23]([OH:25])=[O:24]>C(O)C.C(OCC)C.CO.[Pt]=O>[C:20]([OH:27])(=[O:26])/[CH:21]=[CH:22]/[C:23]([OH:25])=[O:24].[F:18][C:13]1[CH:14]=[CH:15][CH2:16][C:17]2[C:12]=1[CH:11]=[C:10]1[C:9]=2[CH:8]=[N:7][N:6]1[CH2:5][CH:4]([NH2:1])[CH3:19] |f:6.7|. Procedure: 1.59 g (6.18 mmol) of (RS)-1-(2-azido-propyl)-7-fluoro-1,4-dihydro-indeno[2,1-c]pyrazole dissolved in 50 ml of anhydrous ethanol were hydrogenated over 160 mg of platinum oxide for 14 hours. The catalyst was subsequently filtered off, rinsed with ethanol and the solvent was removed in a vacuum. The colorless oil obtained was dissolved in 100 ml of anhydrous diethyl ether, filtered and treated while stirring with a solution of 717 mg (6.18 mmol) of fumaric acid in 10 ml of methanol. The mixture w... Reactants: COC(=O)N1C2C3C4N=NN(C4(CC2N1C(=O)OC)C3OC(C)(C)C)C3=CC=C(C=C3)Cl (3,4-dimethoxycarbonyl-8-(4-chlorophenyl)-12-t-butoxy-3,4,8,9,10-pentazatetracyclo[5,4,1,02,5,07,11 ]dodec-9-ene), [OH-].[Na+] (sodium hydroxide), [O-]Cl.[Na+] (NaOCl). Reaction conditions: temperature 85 celsius, time 6 hour. Product: ClC1=CC=C(C=C1)N1C23CC4N=NC4C(C2N=N1)C3OC(C)(C)C (8-(4-chlorophenyl)-12-t-butoxy-3,4,8,9,10-pentazatetracyclo[5,4,1,02,5,07,11 ]dodeca-3,9-diene). Reaction SMILES: COC([N:5]1[N:15](C(OC)=O)[CH:14]2[CH:6]1[CH:7]1[CH:20]([O:21][C:22]([CH3:25])([CH3:24])[CH3:23])[C:12]3([CH2:13]2)[CH:8]1[N:9]=[N:10][N:11]3[C:26]1[CH:31]=[CH:30][C:29]([Cl:32])=[CH:28][CH:27]=1)=O.[OH-].[Na+].[O-]Cl.[Na+]>>[Cl:32][C:29]1[CH:30]=[CH:31][C:26]([N:11]2[N:10]=[N:9][CH:8]3[C:12]42[CH:20]([O:21][C:22]([CH3:25])([CH3:24])[CH3:23])[CH:7]3[CH:6]2[CH:14]([N:15]=[N:5]2)[CH2:13]4)=[CH:27][CH:28]=1 |f:1.2,3.4|. Procedure details: 400 parts of 3,4-dimethoxycarbonyl-8-(4-chlorophenyl)-12-t-butoxy-3,4,8,9,10-pentazatetracyclo[5,4,1,02,5,07,11 ]dodec-9-ene (Compound No. 9) were suspended in 1,000 parts of 25 percent strength aqueous sodium hydroxide solution, and the suspension was stirred for 6 hours at 85° C. Thereafter, 1,150 parts of 13 percent strength aqueous NaOCl were added at 60° C. in the course of 2 hours, and stirring was continued for 4 hours at 60° C. The mixture was cooled to 20° C., after which the solid prod... The reactants are O=C(O)c1ccc(CBr)cc1, CC(C)=O, Clc1ccncc1. The product is [Br-], O=C(O)c1ccc(C[n+]2ccc(Cl)cc2)cc1. As a reaction SMILES: [C:8](=[O:9])([OH:10])[c:11]1[cH:12][cH:13][c:14]([CH2:15][Br:16])[cH:17][cH:18]1.[CH3:19][C:20](=[O:21])[CH3:22].[Cl:1][c:2]1[cH:3][cH:4][n:5][cH:6][cH:7]1>>[Br-:16].[Cl:1][c:2]1[cH:3][cH:4][n+:5]([CH2:15][c:14]2[cH:13][cH:12][c:11]([C:8](=[O:9])[OH:10])[cH:18][cH:17]2)[cH:6][cH:7]1. Reactants: [H-].[Na+] (sodium hydride), Cl (hydrochloric acid), C(C)(C)(C)OC(=O)N[C@@H](CO)C(=O)O (N-(tert-butoxycarbonyl)serine), [H-].[Na+] (sodium hydride), BrCC (bromoethane). Run in O (water), CS(=O)C (DMSO). Run at time 1 hour. Yields the product C(C)(C)(C)OC(=O)N[C@@H](COCC)C(=O)O (N-(tert-butoxycarbonyl)-O-ethylserine). Reaction SMILES: [C:1]([O:5][C:6]([NH:8][C@H:9]([C:12]([OH:14])=[O:13])[CH2:10][OH:11])=[O:7])([CH3:4])([CH3:3])[CH3:2].[H-].[Na+].Br[CH2:18][CH3:19].Cl>CS(C)=O.O>[C:1]([O:5][C:6]([NH:8][C@H:9]([C:12]([OH:14])=[O:13])[CH2:10][O:11][CH2:18][CH3:19])=[O:7])([CH3:4])([CH3:2])[CH3:3] |f:1.2|. Procedure details: To a solution of N-(tert-butoxycarbonyl)serine (10.26 g, 50.00 mmol) in DMSO (500 mL) was added sodium hydride (2.0 g, 50 mmol) at room temperature. After 1 hour, bromoethane (5.45 g, 50.0 mmol) was added and then additional sodium hydride (2.0 g, 50 mmol) was added immediately. After 16 hours, hydrochloric acid (1.0 M in water, 50 mL, 50 mmol) and water (2 L) were added. The mixture was extracted with ethyl acetate, and the organics were dried over sodium sulfate, filtered, and concentrated und... Starting materials: S1C(=CC=C1)CCO (2-thiopheneethanol), methanesulfonate ester, C1(=CC=CC=C1)NC1(CCNCC1)C(CC)=O (1-[4-(phenylamino)-4-piperidinyl]-1-propanone), C([O-])([O-])=O.[Na+].[Na+] (sodium carbonate). Procedure: A mixture of 4.1 parts of 2-thiopheneethanol, methanesulfonate ester, 3.5 parts of 1-[4-(phenylamino)-4-piperidinyl]-1-propanone, 5.3 parts of sodium carbonate and 120 parts of 4-methyl-2-pentanone is stirred and refluxed for 18 hours. After cooling to room temperature, the reaction mixture is poured onto water and the layers are separated. The organic phase is dried, filtered and evaporated. The oily residue is purified by column-chromatography over silicagel using a mixture of trichloromethane... As a reaction SMILES: [S:1]1[CH:5]=[CH:4][CH:3]=[C:2]1[CH2:6][CH2:7]O.[C:9]1([NH:15][C:16]2([C:22](=[O:25])[CH2:23][CH3:24])[CH2:21][CH2:20][NH:19][CH2:18][CH2:17]2)[CH:14]=[CH:13][CH:12]=[CH:11][CH:10]=1.C(=O)([O-])[O-].[Na+].[Na+]>CC(C)CC(=O)C>[C:9]1([NH:15][C:16]2([C:22](=[O:25])[CH2:23][CH3:24])[CH2:21][CH2:20][N:19]([CH2:7][CH2:6][C:2]3[S:1][CH:5]=[CH:4][CH:3]=3)[CH2:18][CH2:17]2)[CH:14]=[CH:13][CH:12]=[CH:11][CH:10]=1 |f:2.3.4|. The product is C1(=CC=CC=C1)NC1(CCN(CC1)CCC=1SC=CC1)C(CC)=O (1-{4-(phenylamino)-1-[2-(2-thienyl)ethyl]-4-piperidinyl}-1-propanone). The solvent is CC(CC(C)=O)C (4-methyl-2-pentanone).